From a dataset of the Open Reaction Database (ORD), a public repository of structured organic reaction records. describe an organic reaction: reactants, conditions, products, and yield Reactants: C([O-])([O-])=O.[K+].[K+] (potassium carbonate), BrCC#N (bromoacetonitrile), C(C1=CC=CC=C1)N1C2=CC=C(C=C2C=2C(=CC=CC12)O)OC (9-benzyl-6-methoxy-9H-carbazol-4-ol). The solvent is CN(C)C=O (DMF). Run at temperature 120 celsius. Yields the product C(C1=CC=CC=C1)N1C2=CC=C(C=C2C=2C(=CC=CC12)OCC#N)OC ([(9-Benzyl-6-methoxy-9H-carbazol-4-yl)oxy]acetonitrile). The yield is 31.4%. Reaction SMILES: [CH2:1]([N:8]1[C:20]2[CH:19]=[CH:18][CH:17]=[C:16]([OH:21])[C:15]=2[C:14]2[C:9]1=[CH:10][CH:11]=[C:12]([O:22][CH3:23])[CH:13]=2)[C:2]1[CH:7]=[CH:6][CH:5]=[CH:4][CH:3]=1.C(=O)([O-])[O-].[K+].[K+].Br[CH2:31][C:32]#[N:33]>CN(C=O)C>[CH2:1]([N:8]1[C:20]2[CH:19]=[CH:18][CH:17]=[C:16]([O:21][CH2:31][C:32]#[N:33])[C:15]=2[C:14]2[C:9]1=[CH:10][CH:11]=[C:12]([O:22][CH3:23])[CH:13]=2)[C:2]1[CH:7]=[CH:6][CH:5]=[CH:4][CH:3]=1 |f:1.2.3|. Reported procedure: To a mixture of 9-benzyl-6-methoxy-9H-carbazol-4-ol (1.21 g, 4.0 mmol) in DMF (25 mL) is added potassium carbonate (2.07 g, 15 mmol) and bromoacetonitrile (0.7 mL) 10 mmol). The mixture is heated at 120° C. overnight. The mixture is partitioned between water and Et2O. The organic layer is washed twice with water (100 mL) and dried over anhydrous sodium sulfate. The residue is dissolved in CH2Cl2 and passed through a silica gel plug. The filtrates are concentrated to dryness to give 0.43 g (31%) ... The reactants are Cc1cccc(OC2CN(C(=O)Cl)C2)c1, [NH4+], C1CCOC1, [OH-], O. The product is Cc1cccc(OC2CN(C(N)=O)C2)c1. Reaction SMILES: [CH3:1][c:2]1[cH:3][c:4]([O:5][CH:6]2[CH2:7][N:8]([C:10](=[O:11])[Cl:12])[CH2:9]2)[cH:13][cH:14][cH:15]1.[NH4+:16].[O:18]1[CH2:19][CH2:20][CH2:21][CH2:22]1.[OH-:17].[OH2:23]>>[CH3:1][c:2]1[cH:3][c:4]([O:5][CH:6]2[CH2:7][N:8]([C:10](=[O:11])[NH2:16])[CH2:9]2)[cH:13][cH:14][cH:15]1.